This data is from the Open Reaction Database (ORD), a public repository of structured organic reaction records. The task is: describe an organic reaction: reactants, conditions, products, and yield Reactants: C(C)(=O)N[C@@H](CS)C(=O)O (N-acetyl-L-cysteine), C(C(C)C)(=O)N[C@@H](CS)C(=O)O (N-isobutyryl-L-cysteine), OO (hydrogen peroxide). The solvent is CO (MeOH). Conditions: time 3 hour. Product: C(C)(=O)N[C@H](C(=O)O)CSSC[C@@H](C(=O)O)NC(C(C)C)=O ((R,R)-N-Acetyl-N'-(2-methylpropionyl)-3,3'-dithiobis(2-aminopropionic acid)). Yield: 31.0%. Reaction SMILES: [C:1]([NH:4][C@H:5]([C:8]([OH:10])=[O:9])[CH2:6][SH:7])(=[O:3])[CH3:2].[C:11]([NH:16][C@H:17]([C:20]([OH:22])=[O:21])[CH2:18][SH:19])(=[O:15])[CH:12]([CH3:14])[CH3:13].OO>CO>[C:1]([NH:4][C@@H:5]([CH2:6][S:7][S:19][CH2:18][C@H:17]([NH:16][C:11](=[O:15])[CH:12]([CH3:13])[CH3:14])[C:20]([OH:22])=[O:21])[C:8]([OH:10])=[O:9])(=[O:3])[CH3:2]. Procedure details: A mixture of N-acetyl-L-cysteine (0.652 g, 4 mmol) and N-isobutyryl-L-cysteine (0.764 g, 4 mmol) in 10 mL of MeOH was stirred while hydrogen peroxide (30%, 0.60 mL, 5 mmol) was added dropwise. The stirring was continued for 3 hours at room temperature, after which the solvent was removed on the rotary evaporator. Addition of 25 mL of acetone and repeated evaporation afforded 1.5 g of crude material as an oil which solidified on standing. The desired title compound was isolated from this mixture ... RXN SMILES: [CH2:1]([C:5]1[N:6]=[N:7][C:8]([O:20][CH:21]2[CH2:26][CH2:25][N:24]([CH3:27])[CH2:23][CH2:22]2)=[CH:9][C:10]=1[C:11]1[CH:16]=[CH:15][C:14]([OH:17])=[C:13]([O:18][CH3:19])[CH:12]=1)[CH2:2][CH2:3][CH3:4].[CH:28]1(O)[CH2:33][CH2:32][CH2:31][CH2:30][CH2:29]1.C1(P(C2C=CC=CC=2)C2C=CC=CC=2)C=CC=CC=1.N(C(OC(C)C)=O)=NC(OC(C)C)=O.[ClH:68]>C1COCC1.C(Cl)Cl.CCOCC>[ClH:68].[ClH:68].[CH2:1]([C:5]1[N:6]=[N:7][C:8]([O:20][CH:21]2[CH2:22][CH2:23][N:24]([CH3:27])[CH2:25][CH2:26]2)=[CH:9][C:10]=1[C:11]1[CH:16]=[CH:15][C:14]([O:17][CH:28]2[CH2:33][CH2:32][CH2:31][CH2:30][CH2:29]2)=[C:13]([O:18][CH3:19])[CH:12]=1)[CH2:2][CH2:3][CH3:4] |f:8.9.10|. Yields the product Cl.Cl.C(CCC)C=1N=NC(=CC1C1=CC(=C(C=C1)OC1CCCCC1)OC)OC1CCN(CC1)C (3-Butyl-4-(4-cyclohexyloxy-3-methoxy-phenyl)-6-(1-methyl-piperidin-4-yloxy)-pyridazine dihydrochloride). Reactants: C(CCC)C=1N=NC(=CC1C1=CC(=C(C=C1)O)OC)OC1CCN(CC1)C (4-[3-butyl-6-(1-methyl-piperidin-4-yloxy)-pyridazin-4-yl]-2-methoxy-phenol), C1(CCCCC1)O (cyclohexanol), C1(=CC=CC=C1)P(C1=CC=CC=C1)C1=CC=CC=C1 (triphenylphosphine), N(=NC(=O)OC(C)C)C(=O)OC(C)C (diisopropyl azodicarboxylate), Cl (HCl). The solvent is C1CCOC1 (THF), C(Cl)Cl (DCM), CCOCC (ether). Reported procedure: To a solution of 4-[3-butyl-6-(1-methyl-piperidin-4-yloxy)-pyridazin-4-yl]-2-methoxy-phenol (1.0 mmol, 371 mg) in dry THF (3.0 mL) was added cyclohexanol (3.0 mmol, 317 μL) and triphenylphosphine (3.0 mmol, 787 mg). While sonicating, diisopropyl azodicarboxylate (3.0 mmol, 591 μL) was added. And the mixture was sonicated for another 1 hour then condensed. The residue was purified by silica gel chromatography (DCM to DCM+10% MeOH) to afford a colorless sticky solid, which was dissolved in DCM (5.... Reactants: [K] (potassium), C([O-])([O-])=O.[K+].[K+] (potassium carbonate), ClC1=C(C(=O)O)C=CC=C1 (o-chlorobenzoic acid), FC1=CC=C(N)C=C1 (4-fluoroaniline). The reagents and catalysts are [Cu] (copper). The solvent is CN(C=O)C (dimethylformamide). Run at time 18 hour. Yields the product FC1=CC=C(C=C1)N1C=2C(C(=O)OC1=O)=CC=CC2 (N-(p-Fluoro-phenyl)isatoic anhydride). Reaction SMILES: [K].Cl[C:3]1[CH:11]=[CH:10][CH:9]=[CH:8][C:4]=1[C:5]([OH:7])=[O:6].[F:12][C:13]1[CH:19]=[CH:18][C:16]([NH2:17])=[CH:15][CH:14]=1.[C:20](=O)([O-])[O-:21].[K+].[K+]>[Cu].CN(C)C=O>[F:12][C:13]1[CH:19]=[CH:18][C:16]([N:17]2[C:20](=[O:21])[O:7][C:5](=[O:6])[C:4]3=[CH:8][CH:9]=[CH:10][CH:11]=[C:3]23)=[CH:15][CH:14]=1 |f:3.4.5,^1:0|. Reported procedure: The potassium salt of o-chlorobenzoic acid (25 g), 25 g. of 4-fluoroaniline, 9 g. potassium carbonate and 2 g. of copper powder were heated under reflux in 200 ml. dimethylformamide. After cooling the solvent was evaporated, the residue dissolved in 500 ml. of absolute ethanol, the solution was filtered and the filtrate evaporated. The residue was suspended in 300 ml. of methylene chloride and filtered. The solid (on 10 filter) was dissolved in 100 ml. of water and 45 g. of potassium carbonate w... Yields the product CCCn1c(=O)c(C=CC(=O)OCC)c2n(c1=O)CCS2. As a reaction SMILES: [Br:20][CH2:21][C:22](=[O:23])[O:24][CH2:25][CH3:26].[C:27]([CH:28]=[P:29]([c:30]1[cH:31][cH:32][cH:33][cH:34][cH:35]1)([c:36]1[cH:37][cH:38][cH:39][cH:40][cH:41]1)[c:42]1[cH:43][cH:44][cH:45][cH:46][cH:47]1)([O:48][CH2:49][CH3:50])=[O:51].[CH2:68]([Cl:69])[Cl:70].[CH:52](=[O:53])[c:54]1[c:55]2[n:56]([c:57](=[O:64])[n:58]([CH2:61][CH2:62][CH3:63])[c:59]1=[O:60])[CH2:65][CH2:66][S:67]2.[c:1]1([P:2]([c:3]2[cH:4][cH:5][cH:6][cH:7][cH:8]2)[c:9]2[cH:10][cH:11][cH:12][cH:13][cH:14]2)[cH:15][cH:16][cH:17][cH:18][cH:19]1>>[CH:21]([C:22](=[O:23])[O:24][CH2:25][CH3:26])=[CH:52][c:54]1[c:55]2[n:56]([c:57](=[O:64])[n:58]([CH2:61][CH2:62][CH3:63])[c:59]1=[O:60])[CH2:65][CH2:66][S:67]2. The reactants are CCOC(=O)CBr, CCOC(=O)C=P(c1ccccc1)(c1ccccc1)c1ccccc1, ClCCl, CCCn1c(=O)c(C=O)c2n(c1=O)CCS2, c1ccc(P(c2ccccc2)c2ccccc2)cc1.